This data is from the Open Reaction Database (ORD), a public repository of structured organic reaction records. The task is: describe an organic reaction: reactants, conditions, products, and yield The reactants are OC(CCC)C1=CC=C(C(=O)O)C=C1 (4-(1-hydroxybutyl)benzoic acid), Cl.NCCC(=O)OCC (ethyl 3-aminopropanoate hydrochloride), O-(7-azabenzotriazol-1-yl)-N,N,N′N′-tetramethyluronium hexafluorophosphate, C(C)(C)N(CC)C(C)C (Diisopropylethylamine). Run in CN(C=O)C (N,N-dimethylformamide). Run at time 16 hour. The product is OC(CCC)C1=CC=C(C(=O)NCCC(=O)OCC)C=C1 (ethyl 3-(4-(1-hydroxybutyl)benzamido)propanoate). Yield: 92.5%. As a reaction SMILES: [OH:1][CH:2]([C:6]1[CH:14]=[CH:13][C:9]([C:10]([OH:12])=O)=[CH:8][CH:7]=1)[CH2:3][CH2:4][CH3:5].Cl.[NH2:16][CH2:17][CH2:18][C:19]([O:21][CH2:22][CH3:23])=[O:20].C(N(C(C)C)CC)(C)C>CN(C)C=O>[OH:1][CH:2]([C:6]1[CH:7]=[CH:8][C:9]([C:10]([NH:16][CH2:17][CH2:18][C:19]([O:21][CH2:22][CH3:23])=[O:20])=[O:12])=[CH:13][CH:14]=1)[CH2:3][CH2:4][CH3:5] |f:1.2|. Procedure: N,N-dimethylformamide (8.60 mL) was added to a vial containing 4-(1-hydroxybutyl)benzoic acid (250 mg, 1.29 mmol), ethyl 3-aminopropanoate hydrochloride (395 mg, 2.57 mmol) and O-(7-azabenzotriazol-1-yl)-N,N,N′N′-tetramethyluronium hexafluorophosphate (979 mg, 2.57 mmol). Diisopropylethylamine (1.12 mL, 6.44 mmol) was then added. The reaction was stirred for 16 h, and was then concentrated. Purification by column chromatography (0-50% ethyl acetate in heptane) afforded ethyl 3-(4-(1-hydroxybutyl... Reactants: C1(=CC=CC=C1)S(=O)(=O)N1C=CC2=CC(=CC=C12)Br (1-Benzenesulfonyl-5-bromoindole), BrC=1C=C2C=CNC2=CC1 (5-bromoindole), C1(=CC=CC=C1)C (toluene), C1(=CC=CC=C1)S(=O)(=O)Cl (Benzenesulfonyl chloride). The reagents and catalysts are S(=O)(=O)(O)[O-].C(CCC)[N+](CCCC)(CCCC)CCCC (tetra-n-butylammonium hydrogen sulfate). The solvent is [OH-].[Na+] (NaOH), O (water). Conditions: time 5 minute. The product is C(C1=CC=CC=C1)C1CCN(CC1)CCC#CC=1C=C2C=CNC2=CC1 (5-[4-(4-Benzyl-piperidin-1-yl)-but-1-ynyl]-1H-indole). As a reaction SMILES: C1(S([N:10]2[C:18]3[C:13](=[CH:14][C:15](Br)=[CH:16][CH:17]=3)[CH:12]=[CH:11]2)(=O)=O)C=CC=CC=1.BrC1[CH:22]=[C:23]2C(=CC=1)[NH:26][CH:25]=[CH:24]2.[C:30]1(S(Cl)(=O)=O)[CH:35]=[CH:34][CH:33]=[CH:32][CH:31]=1.[C:40]1([CH3:46])[CH:45]=[CH:44]C=[CH:42][CH:41]=1>S([O-])(O)(=O)=O.C([N+](CCCC)(CCCC)CCCC)CCC.[OH-].[Na+].O>[CH2:46]([CH:40]1[CH2:41][CH2:42][N:26]([CH2:25][CH2:24][C:23]#[C:22][C:15]2[CH:14]=[C:13]3[C:18](=[CH:17][CH:16]=2)[NH:10][CH:11]=[CH:12]3)[CH2:44][CH2:45]1)[C:30]1[CH:35]=[CH:34][CH:33]=[CH:32][CH:31]=1 |f:4.5,6.7|. Procedure details: 1-Benzenesulfonyl-5-bromoindole. A mixture of 5-bromoindole (5 g, 25.5 mmol) and tetra-n-butylammonium hydrogen sulfate (866 mg, 2.55 mmol) in 50% NaOH (50 mL) and toluene (200 mL) is stirred at room temperature for 5 min. Benzenesulfonyl chloride (3.57 mL, 28 mmol) is added and the mixture stirred for 1 hr. The mixture is diluted with water (500 mL) and extracted with EtOAc (3×100 mL). The extracts are washed with brine (250 mL), dried over MgSO4, filtered and evaporated to a yellow oil. The oi... The reactants are OC1=C(CN(CCN(CCN)CC2=CC=C(C=C2)[N+](=O)[O-])CC2=C(C=CC=C2)O)C=CC=C1 (bis(2-hydroxybenzyl)-4-(p-nitrobenzyl)diethylenetriamine). The reagents and catalysts are [Pd] (palladium on activated charcoal). The solvent is C(C)O (ethanol). Conditions: time 24 hour. Product: OC1=C(CN(CCN(CCN)CC2=CC=C(C=C2)N)CC2=C(C=CC=C2)O)C=CC=C1 (bis(2-hydroxybenzyl)-4-(p-aminobenzyl)diethylenetriamine). Reaction SMILES: [OH:1][C:2]1[CH:33]=[CH:32][CH:31]=[CH:30][C:3]=1[CH2:4][N:5]([CH2:22][C:23]1[CH:28]=[CH:27][CH:26]=[CH:25][C:24]=1[OH:29])[CH2:6][CH2:7][N:8]([CH2:12][C:13]1[CH:18]=[CH:17][C:16]([N+:19]([O-])=O)=[CH:15][CH:14]=1)[CH2:9][CH2:10][NH2:11]>C(O)C.[Pd]>[OH:1][C:2]1[CH:33]=[CH:32][CH:31]=[CH:30][C:3]=1[CH2:4][N:5]([CH2:22][C:23]1[CH:28]=[CH:27][CH:26]=[CH:25][C:24]=1[OH:29])[CH2:6][CH2:7][N:8]([CH2:12][C:13]1[CH:18]=[CH:17][C:16]([NH2:19])=[CH:15][CH:14]=1)[CH2:9][CH2:10][NH2:11]. Reported procedure: In 40 mL of absolute ethanol was dissolved 400 mg of bis(2-hydroxybenzyl)-4-(p-nitrobenzyl)diethylenetriamine (prepared in Example 1) and 100 mg of palladium on activated charcoal (10% Pd). The mixture was hydrogenated at 40 psi (275.8 kPa) for 24 hours. The catalyst was removed by filtration. The ethanolic solution was evaporated to provide bis(2-hydroxybenzyl)-4-(p-aminobenzyl)diethylenetriamine, and was characterized by: 1H NMR (CDCl3), carbon protons only; amine and hydroxyl protons were not... Reactants: C(C)(C)(C)OC(N[C@@H]1C(N[C@@H](C1)C)=O)=O ((5(R)-methyl-2-oxo-pyrrolidin-3(S)-yl)-carbamic acid tert-butyl ester), C[Si](C)(C)[N-][Si](C)(C)C.[Na+] (sodium bis(trimethylsilyl)amide), [NH4+].[Cl-] (NH4Cl), BrCC(=O)OCC (ethyl bromoacetate). The solvent is C1CCOC1 (THF). Run at temperature 0 celsius, time 20 minute. Product: C(C)OC(CN1C([C@H](C[C@H]1C)NC(=O)OC(C)(C)C)=O)=O ((3(S)-tert-butoxycarbonylamino-5(R)-methyl-2-oxo-pyrrolidin-1-yl)-acetic acid ethyl ester). Reaction SMILES: [C:1]([O:5][C:6](=[O:15])[NH:7][C@H:8]1[CH2:12][C@@H:11]([CH3:13])[NH:10][C:9]1=[O:14])([CH3:4])([CH3:3])[CH3:2].C[Si]([N-][Si](C)(C)C)(C)C.[Na+].Br[CH2:27][C:28]([O:30][CH2:31][CH3:32])=[O:29].[NH4+].[Cl-]>C1COCC1>[CH2:31]([O:30][C:28](=[O:29])[CH2:27][N:10]1[C@H:11]([CH3:13])[CH2:12][C@H:8]([NH:7][C:6]([O:5][C:1]([CH3:2])([CH3:4])[CH3:3])=[O:15])[C:9]1=[O:14])[CH3:32] |f:1.2,4.5|. Reported procedure: To a solution of 13-7 (1.83 g, 8.4 mmol) in THF (22 mL) at −78° C. was added sodium bis(trimethylsilyl)amide (9.4 mL, 9.4 mmol; 1M/THF) dropwise. After an additional 20 min, ethyl bromoacetate (1.13 mL, 10.3 mmol) was added dropwise. After an additional 20 minutes, the mixture was allowed to warm to 0° C., and 20 mL sat. aqueous NH4Cl was added. The layers were separated, the aqueous layer washed with EtOAc, and the combined organic extracts were dried over K2CO3. Following evaporative removal o... Starting materials: O=C1CSCC2=CC(=CC=C12)C#N (4-oxo-isothiochroman-7-carbonitrile), [BH4-].[Na+] (NaBH4). The solvent is CO (methanol). Reaction conditions: time 1 hour. Product: OC1CSCC2=CC(=CC=C12)C#N (4-hydroxy-isothiochroman-7-carbonitrile). RXN SMILES: [O:1]=[C:2]1[C:11]2[C:6](=[CH:7][C:8]([C:12]#[N:13])=[CH:9][CH:10]=2)[CH2:5][S:4][CH2:3]1.[BH4-].[Na+]>CO>[OH:1][CH:2]1[C:11]2[C:6](=[CH:7][C:8]([C:12]#[N:13])=[CH:9][CH:10]=2)[CH2:5][S:4][CH2:3]1 |f:1.2|. Procedure details: To a solution of 4-oxo-isothiochroman-7-carbonitrile (830 mg, 4.4 mmol) in methanol (25 mL) at 0° C. is added NaBH4 (330 mg, 8.8 mmol). The reaction is permitted to stir for 1 hour and then quenched with 1N aqueous HCl. The reaction is concentrated to approximately half of its original volume and diluted with ethyl acetate. The organic layer is separated, dried with Na2SO4, filtered and concentrated. The resulting residue is purified by silica gel flash chromatography (ethyl acetate-hexanes, 0:1... RXN SMILES: Cl.[CH3:2][O:3][C:4]1[CH:5]=[C:6]([NH:12]N)[CH:7]=[CH:8][C:9]=1[O:10][CH3:11].O.Cl.C(O[CH:19](OCC)[CH2:20][CH2:21][CH2:22][N:23]1[CH2:28][CH2:27][CH2:26][CH2:25][C:24]1=[O:29])C>C(O)C>[CH3:11][O:10][C:9]1[CH:8]=[C:7]2[C:6](=[CH:5][C:4]=1[O:3][CH3:2])[NH:12][CH:19]=[C:20]2[CH2:21][CH2:22][N:23]1[CH2:28][CH2:27][CH2:26][CH2:25][C:24]1=[O:29] |f:0.1|. The solvent is C(C)O (ethanol), C(C)O (ethanol), C(C)O (ethanol). Yield: 21.7%. Starting materials: C(C)OC(CCCN1C(CCCC1)=O)OCC (1-(4,4-diethoxybutyl)-2-piperidone), Cl.COC=1C=C(C=CC1OC)NN (3,4-dimethoxy phenylhydrazine hydrochloride), O (water), Cl (hydrochloric acid). The product is COC=1C=C2C(=CNC2=CC1OC)CCN1C(CCCC1)=O (1-[2(5,6-dimethoxy-3-indolyl) ethyl]-2-piperidone). Procedure: One dissolves 54 g of 3,4-dimethoxy phenylhydrazine hydrochloride in a mixture of 750 mls of ethanol, 750 mls of water and 350 mls of 5% hydrochloric acid. It is heated under a reflux, and then one adds over a period of 5 minutes a solution of 63 g of 1-(4,4-diethoxybutyl)-2-piperidone in 250 mls of ethanol. After heating under a reflux for 2 hours and then cooling, one eliminates the ethanol by distillation under reduced pressure (20 mm of mercury) and then extracts successively with 500 mls, 3... Starting materials: COCCOCCOCCOCCOCCOCCO (2,5,8,11,14,17-hexaoxanonadecan-19-ol), N1=CC=CC=C1 (pyridine), ClC(=O)OC(C)Cl (1-chloroethyl chloroformate). The solvent is C(Cl)Cl (methylene chloride). Yields the product C(OC(C)Cl)(OCCOCCOCCOCCOCCOCCOC)=O (1-chloroethyl 2,5,8,11,14,17-hexaoxanonadecan-19-yl carbonate). RXN SMILES: Cl[C:2]([O:4][CH:5]([Cl:7])[CH3:6])=[O:3].[CH3:8][O:9][CH2:10][CH2:11][O:12][CH2:13][CH2:14][O:15][CH2:16][CH2:17][O:18][CH2:19][CH2:20][O:21][CH2:22][CH2:23][O:24][CH2:25][CH2:26][OH:27].N1C=CC=CC=1>C(Cl)Cl>[C:2](=[O:3])([O:27][CH2:26][CH2:25][O:24][CH2:23][CH2:22][O:21][CH2:20][CH2:19][O:18][CH2:17][CH2:16][O:15][CH2:14][CH2:13][O:12][CH2:11][CH2:10][O:9][CH3:8])[O:4][CH:5]([Cl:7])[CH3:6]. Procedure details: In a manner similar to the method described in Example 3, 1-chloroethyl chloroformate was reacted with 2,5,8,11,14,17-hexaoxanonadecan-19-ol (TCI) and pyridine in methylene chloride at −78° C. for 3 h to give 1-chloroethyl 2,5,8,11,14,17-hexaoxanonadecan-19-yl carbonate. This was then reacted with 4-((2R,3S,4R,5S)-3-(3-chloro-2-fluorophenyl)-4-(4-chloro-2-fluorophenyl)-4-cyano-5-neopentylpyrrolidine-2-carboxamido)-3-methoxybenzoic acid in the presence of cesium carbonate in dimethylformamide ove... Starting materials: C(C)OC(=O)C=1C(C2=C(NC1)C(C=CC=C2)=O)=O (4,9-Dihydro-4,9-dioxo-1H-cyclohepta[b]pyridine-3-carboxylic Acid Ethyl Ester), C([O-])([O-])=O.[K+].[K+] (potassium carbonate), BrCC(=O)OCC (ethyl bromoacetate). Solvent: CN(C=O)C (dimethylformamide), O (water). Run at temperature 25 celsius, time 5 hour. Yields the product C(C)OC(CN1C2=C(C(C(=C1)C(=O)OCC)=O)C=CC=CC2=O)=O (3-(Ethoxycarbonyl)-4,9-dihydro-4,9-dioxo-1H-cyclohepta[b]pyridine-1-acetic Acid Ethyl Ester). As a reaction SMILES: [CH2:1]([O:3][C:4]([C:6]1[C:7](=[O:18])[C:8]2[CH:16]=[CH:15][CH:14]=[CH:13][C:12](=[O:17])[C:9]=2[NH:10][CH:11]=1)=[O:5])[CH3:2].C(=O)([O-])[O-].[K+].[K+].Br[CH2:26][C:27]([O:29][CH2:30][CH3:31])=[O:28]>CN(C)C=O.O>[CH2:30]([O:29][C:27](=[O:28])[CH2:26][N:10]1[CH:11]=[C:6]([C:4]([O:3][CH2:1][CH3:2])=[O:5])[C:7](=[O:18])[C:8]2[CH:16]=[CH:15][CH:14]=[CH:13][C:12](=[O:17])[C:9]1=2)[CH3:31] |f:1.2.3|. Reported procedure: A mixture of 4,9-dihydro-4,9-dioxo-1H-cyclohepta[b]pyridine-3-carboxylic acid ethyl ester (1 g, described in example 2), potassium carbonate (1 g) and ethyl bromoacetate (1 g) in dimethylformamide (DMF, 50 ml) was stirred at 25° C. for 5 hr. The reaction mixture was diluted with water and extracted with chloroform. The chloroform extract was evaporated to dryness. The residue was purified by chromatography on silica gel using chloroform-methanol (99:1) as the eluant. The appropriate fractions we... The reactants are product, C(CC)(=O)C=1C(CC(CC1O)C1=NC(=CC=C1)OC1=CC=C(C=C1)SC)=O (2-propionyl-3-hydroxy-5-(6-(4-(methylthio)phenoxy)-2-pyridyl)cyclohex-2-en-1-one), I(=O)(=O)(=O)[O-].[Na+] (sodium periodate). Reported procedure: To a solution of 5.5 g (0.0143 mol) of 2-propionyl-3-hydroxy-5-(6-(4-(methylthio)phenoxy)-2-pyridyl)cyclohex-2-en-1-one in 250 mL of methanol was added a solution of 3.22 g (0.0151 mol) of sodium periodate in 25 mL of water. The resulting mixture was stirred at ambient temperature for 24 hours and the sodium iodate by-product was filtered off. The filtrate was reduced in vacuo and the residue dissolved in 150 mL of CH2Cl2 and washed with water (3×150 mL) and dried over Na2SO4 and the solvent rem... The solvent is CO (methanol), O (water). The product is C(CC)(=O)C=1C(CC(CC1O)C1=NC(=CC=C1)OC1=CC=C(C=C1)S(=O)C)=O (2-Propionyl-3-hydroxy-5-(6-(4-(methylsulfinyl)phenoxy)-2-pyridyl)cyclohex-2-en-1-one). Run at time 24 hour. Reaction SMILES: [C:1]([C:5]1[C:6](=[O:27])[CH2:7][CH:8]([C:12]2[CH:17]=[CH:16][CH:15]=[C:14]([O:18][C:19]3[CH:24]=[CH:23][C:22]([S:25][CH3:26])=[CH:21][CH:20]=3)[N:13]=2)[CH2:9][C:10]=1[OH:11])(=[O:4])[CH2:2][CH3:3].I([O-])(=O)(=O)=[O:29].[Na+]>CO.O>[C:1]([C:5]1[C:6](=[O:27])[CH2:7][CH:8]([C:12]2[CH:17]=[CH:16][CH:15]=[C:14]([O:18][C:19]3[CH:20]=[CH:21][C:22]([S:25]([CH3:26])=[O:29])=[CH:23][CH:24]=3)[N:13]=2)[CH2:9][C:10]=1[OH:11])(=[O:4])[CH2:2][CH3:3] |f:1.2|. Starting materials: C1CC2CC(=O)CC1N2.Cl (nortropinone hydrochloride), C(C)(=O)OC(C)=O (acetic anhydride), C(Cl)Cl (CH2Cl2), [OH-].[Na+] (NaOH), O (Water). Conditions: temperature 70 celsius, time 3 hour. Product: C(C)(=O)N1C2CC(CC1CC2)=O (8-Acetyl-8-aza-bicyclo[3.2.1]octan-3-one). RXN SMILES: [CH2:1]1[CH:8]2[NH:9][CH:3]([CH2:4][C:5]([CH2:7]2)=[O:6])[CH2:2]1.Cl.O.C(Cl)Cl.[OH-].[Na+].[C:17](OC(=O)C)(=[O:19])[CH3:18]>>[C:17]([N:9]1[CH:8]2[CH2:1][CH2:2][CH:3]1[CH2:4][C:5](=[O:6])[CH2:7]2)(=[O:19])[CH3:18] |f:0.1,4.5|. Procedure: A suspension of nortropinone hydrochloride (1 g, 6.187 mmol) in acetic anhydride was stirred at 70° C. for 3 h. Water was added, the mixture was boiled for 30 min and cooled down to room temperature. CH2Cl2 and 1N aqueous NaOH was added until pH 9 was reached. The mixture was extracted 2 times with CH2Cl2, the combined organic layers were dried over Na2SO4, filtrated and the solution was evaporated to dryness to give 0.7 g of 8-Acetyl-8-aza-bicyclo[3.2.1]octan-3-one (4a).